Task: describe an organic reaction: reactants, conditions, products, and yield. Dataset: the Open Reaction Database (ORD), a public repository of structured organic reaction records The reactants are NC1=C2N=C(N(C2=NC(=N1)S)CC1=CC=CC=C1)O (6-amino-9-benzyl-8-hydroxy-2-mercaptopurine), C([O-])([O-])=O.[K+].[K+] (potassium carbonate), ClC=1C=C(CCl)C=CC1 (3-chlorobenzyl chloride). Run in CN(C=O)C (dimethylformamide). Run at time 5 hour. Product: NC1=C2N=C(N(C2=NC(=N1)SCC1=CC(=CC=C1)Cl)CC1=CC=CC=C1)O (6-Amino-9-benzyl-2-(3-chlorobenzyl)thio-8-hydroxypurine). Yield: 47.2%. As a reaction SMILES: [NH2:1][C:2]1[N:10]=[C:9]([SH:11])[N:8]=[C:7]2[C:3]=1[N:4]=[C:5]([OH:19])[N:6]2[CH2:12][C:13]1[CH:18]=[CH:17][CH:16]=[CH:15][CH:14]=1.C(=O)([O-])[O-].[K+].[K+].[Cl:26][C:27]1[CH:28]=[C:29]([CH:32]=[CH:33][CH:34]=1)[CH2:30]Cl>CN(C)C=O>[NH2:1][C:2]1[N:10]=[C:9]([S:11][CH2:30][C:29]2[CH:32]=[CH:33][CH:34]=[C:27]([Cl:26])[CH:28]=2)[N:8]=[C:7]2[C:3]=1[N:4]=[C:5]([OH:19])[N:6]2[CH2:12][C:13]1[CH:18]=[CH:17][CH:16]=[CH:15][CH:14]=1 |f:1.2.3|. Reported procedure: Crude 6-amino-9-benzyl-8-hydroxy-2-mercaptopurine (134 mg, 0.49 mmol) was suspended in dimethylformamide (60 ml). To the suspension were added potassium carbonate (100 mg, 0.72 mmol) and 3-chlorobenzyl chloride (0.09 ml, 0.7 mmol) in order. The mixture was stirred at room temperature for 5 hours. The solvent was removed in vacuo, and the residue was purified by silica gel chromatography (3% methanol/chloroform) to give the subject compound (92 mg, yield 47%).